This data is from the Open Reaction Database (ORD), a public repository of structured organic reaction records. The task is: describe an organic reaction: reactants, conditions, products, and yield Starting materials: COc1ccc(C=CC(=O)O)c([N+](=O)[O-])c1, CO, O=S(Cl)Cl. Yields the product COC(=O)C=Cc1ccc(OC)cc1[N+](=O)[O-]. Reaction SMILES: [CH3:1][O:2][c:3]1[cH:4][c:5]([N+:14](=[O:15])[O-:16])[c:6]([CH:9]=[CH:10][C:11](=[O:12])[OH:13])[cH:7][cH:8]1.[CH3:21][OH:22].[S:17]([Cl:18])([Cl:19])=[O:20]>>[CH3:1][O:2][c:3]1[cH:4][c:5]([N+:14](=[O:15])[O-:16])[c:6]([CH:9]=[CH:10][C:11](=[O:12])[O:13][CH3:21])[cH:7][cH:8]1. The product is IC1=CC=C(\C=N\S(=O)C(C)(C)C)C=C1 ((E)-N-(4-Iodobenzylidene)-2-methylpropane-2-sulfinamide). Procedure: To a solution of 4-(iodo)benzaldehyde (2.00 g, 8.62 mmol) (BioNet Research) in DCM (20 mL) was added 2-methylpropane-2-sulfinamide (2.09 g, 17.2 mmol) (AK Scientific) and copper (II) sulfate (2.75 g, 17.2 mmol) (Fluka). The suspension was stirred at rt under N2 for 17 h. The suspension was then filtered through Celite® brand filter agent, and the solids were washed with DCM (2×20 mL). The filtrates were concentrated and purified by ISCO (80 g, SiO2, 0-100% EtOAc/hexanes) to give the title compou... As a reaction SMILES: [I:1][C:2]1[CH:9]=[CH:8][C:5]([CH:6]=O)=[CH:4][CH:3]=1.[CH3:10][C:11]([S:14]([NH2:16])=[O:15])([CH3:13])[CH3:12]>C(Cl)Cl.S([O-])([O-])(=O)=O.[Cu+2]>[I:1][C:2]1[CH:9]=[CH:8][C:5](/[CH:6]=[N:16]/[S:14]([C:11]([CH3:13])([CH3:12])[CH3:10])=[O:15])=[CH:4][CH:3]=1 |f:3.4|. The reagents and catalysts are S(=O)(=O)([O-])[O-].[Cu+2] (copper (II) sulfate). Starting materials: IC1=CC=C(C=O)C=C1 (4-(iodo)benzaldehyde), CC(C)(C)S(=O)N (2-methylpropane-2-sulfinamide). Conditions: time 17 hour. Run in C(Cl)Cl (DCM). Reactants: CCCCCCCCOCC(CO)OCCCCCCCC, O, Cc1ccc(S(=O)(=O)Cl)cc1, c1ccncc1. Product: CCCCCCCCOCC(COS(=O)(=O)c1ccc(C)cc1)OCCCCCCCC. As a reaction SMILES: [CH2:12]([CH2:13][CH2:14][CH2:15][CH2:16][CH2:17][CH2:18][CH3:19])[O:20][CH:21]([CH2:22][OH:23])[CH2:24][O:25][CH2:26][CH2:27][CH2:28][CH2:29][CH2:30][CH2:31][CH2:32][CH3:33].[OH2:34].[c:1]1([CH3:11])[cH:2][cH:3][c:4]([S:7](=[O:8])(=[O:9])[Cl:10])[cH:5][cH:6]1.[cH:35]1[cH:36][cH:37][n:38][cH:39][cH:40]1>>[c:1]1([CH3:11])[cH:2][cH:3][c:4]([S:7](=[O:8])(=[O:9])[O:23][CH2:22][CH:21]([O:20][CH2:12][CH2:13][CH2:14][CH2:15][CH2:16][CH2:17][CH2:18][CH3:19])[CH2:24][O:25][CH2:26][CH2:27][CH2:28][CH2:29][CH2:30][CH2:31][CH2:32][CH3:33])[cH:5][cH:6]1. Reactants: [H-].[Na+] (sodium hydride), C(C)OC(=O)C=1NC2=CC=C(C=C2C1)OC(F)(F)F (5-trifluoromethoxy-1H-indole-2-carboxylic acid ethyl ester), O (water), ClCC#N (chloroacetonitrile). Solvent: CN(C)C=O (DMF), CN(C)C=O (DMF). Run at temperature 75 celsius, time 2 hour. Yields the product C(C)OC(=O)C=1N(C2=CC=C(C=C2C1)OC(F)(F)F)CC#N (1-Cyanomethyl-5-trifluoromethoxy-1H-indole-2-carboxylic acid ethyl ester). Yield: 76.0%. Reaction SMILES: [H-].[Na+].[CH2:3]([O:5][C:6]([C:8]1[NH:9][C:10]2[C:15]([CH:16]=1)=[CH:14][C:13]([O:17][C:18]([F:21])([F:20])[F:19])=[CH:12][CH:11]=2)=[O:7])[CH3:4].Cl[CH2:23][C:24]#[N:25].O>CN(C=O)C>[CH2:3]([O:5][C:6]([C:8]1[N:9]([CH2:23][C:24]#[N:25])[C:10]2[C:15]([CH:16]=1)=[CH:14][C:13]([O:17][C:18]([F:21])([F:19])[F:20])=[CH:12][CH:11]=2)=[O:7])[CH3:4] |f:0.1|. Reported procedure: To a solution of sodium hydride (0.58 g in DMF (12 mL) at 0° C. was slowly added a solution of 5-trifluoromethoxy-1H-indole-2-carboxylic acid ethyl ester (2.64 g) in DMF (12 mL) keeping the temperature below 7.5° C. After gas evolution ceased, chloroacetonitrile was added, and the reaction mixture was stirred for 2 hours at 75° C. After allowing cooling down, water was added, and the reaction mixture was extracted with ethyl acetate. The combined organic phases were washed with brine then dried ... Starting materials: CC(CO)(CC=C)C (2,2-dimethylpent-4-en-1-ol), CCN(C(C)C)C(C)C (DIPEA), ClC(Cl)(OC(OC(Cl)(Cl)Cl)=O)Cl (triphosgene), Cl.N[C@H]1CCCCC\C=C/[C@H]2[C@](NC([C@H]3N(C1=O)C[C@@H](C3)OC3=NC=CC1=CC(=C(C=C31)C=C)OC)=O)(C2)C(=O)OCC (Ethyl (2R,6S,12Z,13aS,14aR,16aS)-6-amino-2-[(6-methoxy-7-vinylisoquinolin-1-yl)oxy]-5,16-dioxo-1,2,3,6,7,8,9,10,11,13a,14,15,16,16a-tetradecahydrocyclopropa[e]pyrrolo[1,2-a][1,4]diazacyclopentadecine-14a(5H)-carboxylate hydrochloride), [OH-].[Na+] (NaOH). The solvent is C(=O)(O)[O-].[Na+] (NaHCO3), O1CCOCC1 (1,4-dioxane), O1CCOCC1 (1,4-dioxane). Run at time 1 hour. Product: CC(COC(=O)N[C@H]1CCCCC\C=C/[C@H]2[C@](NC([C@H]3N(C1=O)C[C@@H](C3)OC3=NC=CC1=CC(=C(C=C31)C=C)OC)=O)(C2)C(=O)OCC)(CC=C)C (Ethyl (2R,6S,12Z,13aS,14aR,16aS)-6-({[(2,2-dimethylpent-4-en-1-yl)oxy]carbonyl}amino)-2-[(6-methoxy-7-vinylisoquinolin-1-yl)oxy]-5,16-dioxo-1,2,3,6,7,8,9,10,11,13a,14,15,16,16a-tetradecahydrocyclopropa[e]pyrrolo[1,2-a][1,4]diazacyclopentadecine-14a(5H)-carboxylate). Yield: 85.9%. Reaction SMILES: [CH3:1][C:2]([CH3:8])([CH2:5][CH:6]=[CH2:7])[CH2:3][OH:4].CCN(C(C)C)C(C)C.Cl[C:19](Cl)([O:21]C(=O)OC(Cl)(Cl)Cl)Cl.Cl.[NH2:31][C@@H:32]1[C:46](=[O:47])[N:45]2[CH2:48][C@H:49]([O:51][C:52]3[C:61]4[C:56](=[CH:57][C:58]([O:64][CH3:65])=[C:59]([CH:62]=[CH2:63])[CH:60]=4)[CH:55]=[CH:54][N:53]=3)[CH2:50][C@H:44]2[C:43](=[O:66])[NH:42][C@:41]2([C:68]([O:70][CH2:71][CH3:72])=[O:69])[CH2:67][C@H:40]2[CH:39]=[CH:38][CH2:37][CH2:36][CH2:35][CH2:34][CH2:33]1.[OH-].[Na+]>O1CCOCC1.C([O-])(O)=O.[Na+]>[CH3:1][C:2]([CH3:8])([CH2:5][CH:6]=[CH2:7])[CH2:3][O:4][C:19]([NH:31][C@@H:32]1[C:46](=[O:47])[N:45]2[CH2:48][C@H:49]([O:51][C:52]3[C:61]4[C:56](=[CH:57][C:58]([O:64][CH3:65])=[C:59]([CH:62]=[CH2:63])[CH:60]=4)[CH:55]=[CH:54][N:53]=3)[CH2:50][C@H:44]2[C:43](=[O:66])[NH:42][C@:41]2([C:68]([O:70][CH2:71][CH3:72])=[O:69])[CH2:67][C@H:40]2[CH:39]=[CH:38][CH2:37][CH2:36][CH2:35][CH2:34][CH2:33]1)=[O:21] |f:3.4,5.6,8.9|. Procedure: To a stirred solution of 2,2-dimethylpent-4-en-1-ol (66.3 mg, 0.581 mmol) and DIPEA (0.101 mL, 0.581 mmol) in anhydrous 1,4-dioxane (10 mL), at 10° C., under nitrogen, was added a solution of triphosgene (60.3 mg, 0.203 mmol) in 1,4-dioxane (10 mL). The reaction mixture was stirred at RT for 1 hour. The product from Step 6 (178 mg, 0.290 mmol) and 1 M NaOH (0.871 mL) were then added and the reaction mixture was stirred at 50° C. for 15 hours. The reaction mixture was cooled to RT, diluted with a... Reactants: C(=O)(OC(C)(C)C)N1CC2CCCC(CC1)N2C(CC)=O (3-BOC-10-propionyl-3,10-diazabicy-clo[4.3.1]decane), FC(C(=O)O)(F)F (trifluoroacetic acid). Solvent: ClCCl (dichloromethane), ClCCl (dichloromethane). Conditions: time 3 hour. Yields the product C(CC)(=O)N1C2CNCCC1CCC2 (10-propionyl-3,10-diazabicyclo[4.3.1]decane). Reaction SMILES: C([N:8]1[CH2:16][CH2:15][CH:14]2[N:17]([C:18](=[O:21])[CH2:19][CH3:20])[CH:10]([CH2:11][CH2:12][CH2:13]2)[CH2:9]1)(OC(C)(C)C)=O.FC(F)(F)C(O)=O>ClCCl>[C:18]([N:17]1[CH:14]2[CH2:13][CH2:12][CH2:11][CH:10]1[CH2:9][NH:8][CH2:16][CH2:15]2)(=[O:21])[CH2:19][CH3:20]. Reported procedure: To a solution in dichloromethane (7 ml) of 3-BOC-10-propionyl-3,10-diazabicy-clo[4.3.1]decane obtained in Example 13 (0.32 g), cooled at 0° C., trifluoroacetic acid (0.83 ml) in 3 ml of dichloromethane, is added. The mixture is kept under stirring at room temperature for 3 hours. The solvent is then evaporated and the residue treated with an aqueous solution of saturated NaHCO3, then extracted with CH2Cl2. The organic phase is separated, anhydrified on sodium sulphate and evaporated. 0.21 g of a... The reactants are OO (hydrogen peroxide), COC1=NC(=C(C=C1)B(O)O)C (2-methoxy-6-methyl-5-pyridylboronic acid), O (water). Run in ClCCl (dichloromethane). Conditions: time 8 hour. The product is COC1=CC=C(C(=N1)C)O (6-Methoxy-2-methyl-pyridin-3-ol). The yield is 62.3%. Reaction SMILES: [OH:1]O.[CH3:3][O:4][C:5]1[CH:10]=[CH:9][C:8](B(O)O)=[C:7]([CH3:14])[N:6]=1.O>ClCCl>[CH3:3][O:4][C:5]1[N:6]=[C:7]([CH3:14])[C:8]([OH:1])=[CH:9][CH:10]=1. Procedure details: Add hydrogen peroxide (7.69 mL, 89.8 mmol) to a stirred mixture of 2-methoxy-6-methyl-5-pyridylboronic acid (5.0 g, 30 mmol) in dichloromethane (100 mL) kept under nitrogen at room temperature. Stir overnight at ambient temperature, add water and extract the mixture with dichloromethane. Combine the organic phases, dry (MgSO4), filter and concentrate to afford 2.6 g (62%) of the title compound. MS (m/z)=140 [M+1] Reactants: C1CCC2(C1)CNCCN2, CN1CCC2(CC1)CN(Cc1cc3nc(Cl)nc(N4CCOCC4)c3s1)C2, Cl, Cl. Yields the product Clc1nc(N2CCOCC2)c2sc(CN3CCNC4(CCCC4)C3)cc2n1. As a reaction SMILES: [CH2:30]1[CH2:31][CH2:32][CH2:33][C:34]12[NH:35][CH2:36][CH2:39][NH:38][CH2:37]2.[Cl:1][c:2]1[n:3][c:4]([N:22]2[CH2:23][CH2:24][O:25][CH2:26][CH2:27]2)[c:5]2[c:6]([n:7]1)[cH:8][c:9]([CH2:11][N:12]1[CH2:13][C:14]3([CH2:15]1)[CH2:16][CH2:17][N:18]([CH3:19])[CH2:20][CH2:21]3)[s:10]2.[ClH:28].[ClH:29]>>[Cl:1][c:2]1[n:3][c:4]([N:22]2[CH2:23][CH2:24][O:25][CH2:26][CH2:27]2)[c:5]2[c:6]([n:7]1)[cH:8][c:9]([CH2:11][N:12]1[CH2:13][CH2:36][NH:35][C:34]3([CH2:15]1)[CH2:30][CH2:31][CH2:32][CH2:33]3)[s:10]2. Starting materials: [Al+3], O=C(O)c1ccccc1, O=C(O)c1ccccc1, [Cl-], [Cl-], [Cl-], Cl, O=[N+]([O-])c1ccccc1, O, Oc1ccccc1O. Yields the product O=C(c1ccccc1)c1ccc(O)c(O)c1. As a reaction SMILES: [Al+3:2].[C:14]([OH:15])(=[O:16])[c:17]1[cH:18][cH:19][cH:20][cH:21][cH:22]1.[C:5]([c:6]1[cH:7][cH:8][cH:9][cH:10][cH:11]1)(=[O:12])[OH:13].[Cl-:1].[Cl-:3].[Cl-:4].[ClH:32].[O-:33][N+:34]([c:35]1[cH:36][cH:37][cH:38][cH:39][cH:40]1)=[O:41].[OH2:31].[c:23]1([OH:24])[c:25]([OH:26])[cH:27][cH:28][cH:29][cH:30]1>>[C:5]([c:6]1[cH:7][cH:8][cH:9][cH:10][cH:11]1)(=[O:13])[c:29]1[cH:28][cH:27][c:25]([OH:26])[c:23]([OH:24])[cH:30]1.